From a dataset of the Open Reaction Database (ORD), a public repository of structured organic reaction records. describe an organic reaction: reactants, conditions, products, and yield Starting materials: [BH4-], [CH2]C, C[O-], CO, COc1ccc(N)c(C)c1, [Na+], [Na+]. The product is CNc1ccc(OC)cc1C. As a reaction SMILES: [BH4-:14].[CH2:16][CH3:17].[CH3:11][O-:12].[CH3:18][OH:19].[CH3:1][c:2]1[c:3]([NH2:10])[cH:4][cH:5][c:6]([O:8][CH3:9])[cH:7]1.[Na+:13].[Na+:15]>>[CH3:1][c:2]1[c:3]([NH:10][CH3:11])[cH:4][cH:5][c:6]([O:8][CH3:9])[cH:7]1. Reactants: FC(C1=CC=C(OC2=CC=C(C=N2)C(CCCCCC)=O)C=C1)(F)F (1-[6-(4-Trifluoromethyl-phenoxy)-pyridin-3-yl]-heptan-1-one), [BH4-].[Na+] (Sodium borohydride). Solvent: C(C)O (ethanol). Conditions: temperature 0 celsius. The product is FC(C1=CC=C(OC2=CC=C(C=N2)C(CCCCCC)O)C=C1)(F)F (1-[6-(4-trifluoromethyl-phenoxy)-pyridin-3-yl]-heptan-1-ol). Isolated yield 88.4%. Reaction SMILES: [F:1][C:2]([F:25])([F:24])[C:3]1[CH:23]=[CH:22][C:6]([O:7][C:8]2[N:13]=[CH:12][C:11]([C:14](=[O:21])[CH2:15][CH2:16][CH2:17][CH2:18][CH2:19][CH3:20])=[CH:10][CH:9]=2)=[CH:5][CH:4]=1.[BH4-].[Na+]>C(O)C>[F:24][C:2]([F:1])([F:25])[C:3]1[CH:23]=[CH:22][C:6]([O:7][C:8]2[N:13]=[CH:12][C:11]([CH:14]([OH:21])[CH2:15][CH2:16][CH2:17][CH2:18][CH2:19][CH3:20])=[CH:10][CH:9]=2)=[CH:5][CH:4]=1 |f:1.2|. Procedure details: 1-[6-(4-Trifluoromethyl-phenoxy)-pyridin-3-yl]-heptan-1-one (1.45 g, 4.13 mmol) is dissolved into denatured ethanol (20 mL) at room temperature then cooled to 0° C. in an ice bath. Sodium borohydride (0.132 g, 4.13 mmol) is then carefully added in small portions. The reaction is allowed to warm slowly to room temperature and is monitored by HPLC. Upon complete consumption of starting material, the reaction is carefully quenched with water and diluted with ethyl acetate. The ethanol is removed an... Reactants: ClC1=NC2=CC(=C(C=C2C=C1C(=O)C(C(=O)OCC)=CN(C)C)F)Cl (ethyl 2-(2,7-dichloro-6-fluoroquinoline-3-carbonyl)-3-dimethylaminoacrylate), NC=1N=NC=CN1 (3-amino-1,2,4-triazine). The solvent is ClC(Cl)Cl (trichloromethane). Reaction conditions: temperature 20 celsius, time 16 hour. Product: ClC=1C(=CC=2C(=NC=3NC=C(C(C3C2)=O)C(=O)OCC)C1)F (8-chloro-3-ethoxycarbonyl-7-fluoro-4-oxo-1,4-dihydro-benzo[b][1,8]naphthyridine). Yield: 64.8%. As a reaction SMILES: Cl[C:2]1[C:11]([C:12]([C:14](=[CH:20][N:21](C)C)[C:15]([O:17][CH2:18][CH3:19])=[O:16])=[O:13])=[CH:10][C:9]2[C:4](=[CH:5][C:6]([Cl:25])=[C:7]([F:24])[CH:8]=2)[N:3]=1.NC1N=NC=CN=1>ClC(Cl)Cl>[Cl:25][C:6]1[C:7]([F:24])=[CH:8][C:9]2[C:4]([CH:5]=1)=[N:3][C:2]1[NH:21][CH:20]=[C:14]([C:15]([O:17][CH2:18][CH3:19])=[O:16])[C:12](=[O:13])[C:11]=1[CH:10]=2. Procedure details: A mixture of 11.3 g of ethyl 2-(2,7-dichloro-6-fluoroquinoline-3-carbonyl)-3-dimethylaminoacrylate and 5.65 g of 3-amino-1,2,4-triazine in 60 cm3 of trichloromethane is stirred for 16 hours at a temperature close to 20° C. The reaction mixture is concentrated to dryness under reduced pressure (20 kPa) at a temperature close to 30° C. The residue is taken up in 60 cm3 of ethanol and 5.6 g of DBU and the mixture is heated at a temperature close to 75° C. for 20 hours. After cooling to 20° C., the ... Starting materials: O1C(=CC=C1)C1=NN2C(=NC3=C(C2=N1)C=CN3)N (2-(furan-2-yl)-7H-pyrrolo[3,2-e][1,2,4]triazolo[1,5-c]pyrimidin-5-amine), O (water), [H-].[Na+] (NaH), ClCCN1CCN(CC1)C1=C(C=CC=C1)OC (1-(2-chloroethyl)-4-(2-methoxyphenyl)piperazine). Solvent: CN(C)C=O (DMF), CN(C)C=O (DMF). Conditions: temperature 0 celsius, time 15 minute. The product is O1C(=CC=C1)C1=NN2C(=NC3=C(C2=N1)C=CN3CCN3CCN(CC3)C3=C(C=CC=C3)OC)N (2-(furan-2-yl)-7-(2-(4-(2-methoxyphenyl)piperazin-1-yl)ethyl)-7H-pyrrolo[3,2-e][1,2,4]triazolo[1,5-c]pyrimidin-5-amine). Reaction SMILES: [H-].[Na+].[O:3]1[CH:7]=[CH:6][CH:5]=[C:4]1[C:8]1[N:16]=[C:15]2[N:10]([C:11]([NH2:20])=[N:12][C:13]3[NH:19][CH:18]=[CH:17][C:14]=32)[N:9]=1.Cl[CH2:22][CH2:23][N:24]1[CH2:29][CH2:28][N:27]([C:30]2[CH:35]=[CH:34][CH:33]=[CH:32][C:31]=2[O:36][CH3:37])[CH2:26][CH2:25]1.O>CN(C=O)C>[O:3]1[CH:7]=[CH:6][CH:5]=[C:4]1[C:8]1[N:16]=[C:15]2[N:10]([C:11]([NH2:20])=[N:12][C:13]3[N:19]([CH2:22][CH2:23][N:24]4[CH2:25][CH2:26][N:27]([C:30]5[CH:35]=[CH:34][CH:33]=[CH:32][C:31]=5[O:36][CH3:37])[CH2:28][CH2:29]4)[CH:18]=[CH:17][C:14]=32)[N:9]=1 |f:0.1|. Procedure: To a suspension of NaH (13 mg, 0.32 mmol) in anhydrous DMF (2 mL) at 0° C. is added slowly a solution of the title B compound, 2-(furan-2-yl)-7H-pyrrolo[3,2-e][1,2,4]triazolo[1,5-c]pyrimidin-5-amine (60 mg, 0.25 mmol) in 2 mL of anhydrous DMF. After stirring at 0° C. under N2 for 15 min, 1-(2-chloroethyl)-4-(2-methoxyphenyl)piperazine (0.275 mmol) is added at 0° C. The mixture is warmed to RT and stirred overnight. The reaction mixture is then poured into water and extracted with DCM (3×). The o... Reaction SMILES: [Br:1][CH2:2][c:3]1[cH:4][c:5]([N+:9](=[O:10])[O-:11])[n:6][n:7]1[CH3:8].[CH3:12][OH:13]>>[CH2:2]([c:3]1[cH:4][c:5]([N+:9](=[O:10])[O-:11])[n:6][n:7]1[CH3:8])[O:13][CH3:12]. The product is COCc1cc([N+](=O)[O-])nn1C. The reactants are Cn1nc([N+](=O)[O-])cc1CBr, CO.